From a dataset of the Open Reaction Database (ORD), a public repository of structured organic reaction records. describe an organic reaction: reactants, conditions, products, and yield As a reaction SMILES: [Cl:22][CH2:23][Cl:24].[OH:1][CH:2]1[CH:3]([NH:15][C:16]([C:17]([F:18])([F:19])[F:20])=[O:21])[CH2:4][N:5]([C:8](=[O:9])[O:10][C:11]([CH3:12])([CH3:13])[CH3:14])[CH2:6][CH2:7]1>>[O:1]=[C:2]1[CH:3]([NH:15][C:16]([C:17]([F:18])([F:19])[F:20])=[O:21])[CH2:4][N:5]([C:8](=[O:9])[O:10][C:11]([CH3:12])([CH3:13])[CH3:14])[CH2:6][CH2:7]1. Reactants: ClCCl, CC(C)(C)OC(=O)N1CCC(O)C(NC(=O)C(F)(F)F)C1. Product: CC(C)(C)OC(=O)N1CCC(=O)C(NC(=O)C(F)(F)F)C1. Starting materials: C(C)(=O)OO.[C@@H]1([C@H](O)[C@@H](O)[C@@H](O)[C@H](O1)CO)O[C@@H]1[C@@H]([C@H]([C@@H](O[C@@H]1CO)O[C@H]1[C@@H]([C@H]([C@H](OC2=CC=C(C=C2)OCCCCCCC)O[C@@H]1CO)O)O)O)O (p-n-heptyloxyphenyl β-D-galactopyranosyl-(1→4)-β-D-galactopyranosyl-(1→4)-β-D-glucopyranoside peracetate), CO.C[O-].[Na+] (sodium methoxide methanol). Solvent: CO (methanol). Conditions: time 1 hour. Yields the product [C@@H]1([C@H](O)[C@@H](O)[C@@H](O)[C@H](O1)CO)O[C@@H]1[C@@H]([C@H]([C@@H](O[C@@H]1CO)O[C@H]1[C@@H]([C@H]([C@H](OC2=CC=C(C=C2)OCCCCCCC)O[C@@H]1CO)O)O)O)O (p-n-heptyloxyphenyl β-D-galactopyranosyl-(1→4)-β-D-galactopyranosyl-(1→4)-β-D-glucopyranoside). The yield is 98.1%. As a reaction SMILES: C(OO)(=O)C.[C@@H:6]1([O:17][C@H:18]2[C@@H:23]([CH2:24][OH:25])[O:22][C@@H:21]([O:26][C@@H:27]3[C@@H:47]([CH2:48][OH:49])[O:46][C@@H:30]([O:31][C:32]4[CH:37]=[CH:36][C:35]([O:38][CH2:39][CH2:40][CH2:41][CH2:42][CH2:43][CH2:44][CH3:45])=[CH:34][CH:33]=4)[C@H:29]([OH:50])[C@H:28]3[OH:51])[C@H:20]([OH:52])[C@H:19]2[OH:53])[O:14][C@H:13]([CH2:15][OH:16])[C@H:11]([OH:12])[C@H:9]([OH:10])[C@H:7]1[OH:8].CO.C[O-].[Na+]>CO>[C@@H:6]1([O:17][C@H:18]2[C@@H:23]([CH2:24][OH:25])[O:22][C@@H:21]([O:26][C@@H:27]3[C@@H:47]([CH2:48][OH:49])[O:46][C@@H:30]([O:31][C:32]4[CH:37]=[CH:36][C:35]([O:38][CH2:39][CH2:40][CH2:41][CH2:42][CH2:43][CH2:44][CH3:45])=[CH:34][CH:33]=4)[C@H:29]([OH:50])[C@H:28]3[OH:51])[C@H:20]([OH:52])[C@H:19]2[OH:53])[O:14][C@H:13]([CH2:15][OH:16])[C@H:11]([OH:12])[C@H:9]([OH:10])[C@H:7]1[OH:8] |f:0.1,2.3.4|. Reported procedure: 2.91 g (2.61 mmol) of the p-n-heptyloxyphenyl β-D-galactopyranosyl-(1→4)-β-D-galactopyranosyl-(1→4)-β-D-glucopyranoside peracetate obtained in Example 10 was dissolved in 95 ml of methanol, 52 ml of 0.1N sodium methoxide methanol solution was added to this at room temperature, and this was reacted for 11 hours. After the termination of the reaction, the ion-exchange resin Amberlite IR120 (H+ -type) was added, this was agitated for 1 hour, and 1.78 g (2.56 mmol) of the desired compound was obtain... The reactants are BrC1=CC=C(OC(CNS(=O)(=O)C(C)C)C)C=C1 ([2-(4-Bromophenoxy)propyl][(methylethyl)sulfonyl]amine), ClC=1C=C(C=CC1)B(O)O (3-chlorobenzeneboronic acid), C([O-])([O-])=O.[Na+].[Na+] (sodium carbonate). The reagents and catalysts are Cl[Pd]([P](C1=CC=CC=C1)(C2=CC=CC=C2)C3=CC=CC=C3)([P](C4=CC=CC=C4)(C5=CC=CC=C5)C6=CC=CC=C6)Cl (dichlorobis(triphenylphosphine)palladium(II)). The solvent is COCCOC (1,2-dimethoxyethane). The product is ClC=1C=C(C=CC1)C1=CC=C(OC(CNS(=O)(=O)C(C)C)C)C=C1 ({2-[4-(3-Chlorophenyl)phenoxy]propyl}[(methylethyl)sulfonyl]amine). Yield: 57.9%. Reaction SMILES: Br[C:2]1[CH:18]=[CH:17][C:5]([O:6][CH:7]([CH3:16])[CH2:8][NH:9][S:10]([CH:13]([CH3:15])[CH3:14])(=[O:12])=[O:11])=[CH:4][CH:3]=1.[Cl:19][C:20]1[CH:21]=[C:22](B(O)O)[CH:23]=[CH:24][CH:25]=1.C(=O)([O-])[O-].[Na+].[Na+]>Cl[Pd](Cl)([P](C1C=CC=CC=1)(C1C=CC=CC=1)C1C=CC=CC=1)[P](C1C=CC=CC=1)(C1C=CC=CC=1)C1C=CC=CC=1.COCCOC>[Cl:19][C:20]1[CH:25]=[C:24]([C:2]2[CH:18]=[CH:17][C:5]([O:6][CH:7]([CH3:16])[CH2:8][NH:9][S:10]([CH:13]([CH3:15])[CH3:14])(=[O:12])=[O:11])=[CH:4][CH:3]=2)[CH:23]=[CH:22][CH:21]=1 |f:2.3.4,^1:37,56|. Procedure: [2-(4-Bromophenoxy)propyl][(methylethyl)sulfonyl]amine (300 mg, 0.892 mmol, prepared in example 1), 3-chlorobenzeneboronic acid (170 mg, 1.09 mmol), dichlorobis(triphenylphosphine)palladium(II) (25 mg, 0.036 mmol), 2 M sodium carbonate (320 mg in 1.5 mL water) and 1,2-dimethoxyethane (6.0 mL) were combined in a 15 ml round bottom flask, fitted with a condenser, stirbar, and in a temperature regulated oil bath, and heated at reflux 85 C. in a nitrogen system overnight. The reaction mixture was qu... Starting materials: N1CCC(CC1)NC(OC(C)(C)C)=O (tert-Butyl piperidin-4-ylcarbamate), C1(CC1)NC(=O)NC1=CC(=C(C=C1)OC1=C2C(=NC=C1)C=C(S2)C2=NC=C(C=C2)C=O)F (1-cyclopropyl-3-(3-fluoro-4-(2-(5-formylpyridin-2-yl)thieno[3,2-b]pyridin-7-yloxy)phenyl)urea), C(=O)(O)[O-].[Na+] (NaHCO3), [BH-](OC(=O)C)(OC(=O)C)OC(=O)C.[Na+] (NaBH(OAc)3). Run in CN1CCCC1=O (NMP), CC(=O)O (AcOH). Conditions: time 30 minute. The product is NC1CCN(CC1)CC=1C=CC(=NC1)C1=CC2=NC=CC(=C2S1)OC1=C(C=C(C=C1)NC(=O)NC1CC1)F (1-(4-(2-(5-((4-Aminopiperidin-1-yl)methyl)pyridin-2-yl)thieno[3,2-b]pyridin-7-yloxy)-3-fluorophenyl)-3-cyclopropylurea). Yield: 61.0%. Reaction SMILES: [NH:1]1[CH2:6][CH2:5][CH:4]([NH:7]C(=O)OC(C)(C)C)[CH2:3][CH2:2]1.[CH:15]1([NH:18][C:19]([NH:21][C:22]2[CH:27]=[CH:26][C:25]([O:28][C:29]3[CH:34]=[CH:33][N:32]=[C:31]4[CH:35]=[C:36]([C:38]5[CH:43]=[CH:42][C:41]([CH:44]=O)=[CH:40][N:39]=5)[S:37][C:30]=34)=[C:24]([F:46])[CH:23]=2)=[O:20])[CH2:17][CH2:16]1.[BH-](OC(C)=O)(OC(C)=O)OC(C)=O.[Na+].C([O-])(O)=O.[Na+]>CN1C(=O)CCC1.CC(O)=O>[NH2:7][CH:4]1[CH2:3][CH2:2][N:1]([CH2:44][C:41]2[CH:42]=[CH:43][C:38]([C:36]3[S:37][C:30]4[C:31](=[N:32][CH:33]=[CH:34][C:29]=4[O:28][C:25]4[CH:26]=[CH:27][C:22]([NH:21][C:19]([NH:18][CH:15]5[CH2:16][CH2:17]5)=[O:20])=[CH:23][C:24]=4[F:46])[CH:35]=3)=[N:39][CH:40]=2)[CH2:6][CH2:5]1 |f:2.3,4.5|. Procedure details: tert-Butyl piperidin-4-ylcarbamate (1.34 g, 6.69 mmol) was added to a solution of the aldehyde 47 (2.0 g, 4.46 mmol) in a mixture of NMP (20 mL) and glacial AcOH (0.250 mL). The reaction mixture was stirred for 30 min. NaBH(OAc)3 was then added and the reaction mixture was stirred for an additional 2.5 hours. The reaction mixture was then poured into a saturated aqueous NaHCO3 solution. A precipitate was formed which was collected by filtration, washed with water and air-dried. The crude materia... Reactants: C(C1=CC=CC=C1)O (benzyl alcohol). Solvent: C1(=CC=CC=C1)C (toluene). The product is C(C1=CC=CC=C1)OCC1=CC=CC=C1 (dibenzyl ether). RXN SMILES: [CH2:1]([OH:8])[C:2]1[CH:7]=[CH:6][CH:5]=[CH:4][CH:3]=1>C1(C)C=CC=CC=1>[CH2:1]([O:8][CH2:1][C:2]1[CH:7]=[CH:6][CH:5]=[CH:4][CH:3]=1)[C:2]1[CH:7]=[CH:6][CH:5]=[CH:4][CH:3]=1. Procedure details: When direct esterification was carried out using p-toluenesulfonic acid as a catalyst, the yield of the final product was very low. Even when toluene was used as an azeotropic dehydrating solvent, the yield was as low as 26%. In addition, under the reaction conditions employed, a greater portion of the charged benzyl alcohol self-condensed to form dibenzyl ether. The results are summarizd in Table 4. Reactants: CC(=O)O, CCO, [Zn], ON=C(CCC1CCOCC1)c1cccnc1. Product: NC(CCC1CCOCC1)c1cccnc1. As a reaction SMILES: [CH3:1][C:2](=[O:3])[OH:4].[CH3:22][CH2:23][OH:24].[Zn:25].[n:5]1[cH:6][c:7]([C:11]([CH2:12][CH2:13][CH:14]2[CH2:15][CH2:16][O:17][CH2:18][CH2:19]2)=[N:20][OH:21])[cH:8][cH:9][cH:10]1>>[n:5]1[cH:6][c:7]([CH:11]([CH2:12][CH2:13][CH:14]2[CH2:15][CH2:16][O:17][CH2:18][CH2:19]2)[NH2:20])[cH:8][cH:9][cH:10]1.